Dataset: the Open Reaction Database (ORD), a public repository of structured organic reaction records. Task: describe an organic reaction: reactants, conditions, products, and yield The reactants are [Br-], CCCC[N+](CCCC)(CCCC)CCCC, ClC(Cl)Cl, N#CCC(O)CCl, [N-]=[N+]=[N-], [Na+], O. Product: N#CCC(O)CN=[N+]=[N-]. RXN SMILES: [Br-:16].[CH2:17]([N+:18]([CH2:19][CH2:20][CH2:21][CH3:22])([CH2:23][CH2:24][CH2:25][CH3:26])[CH2:27][CH2:28][CH2:29][CH3:30])[CH2:31][CH2:32][CH3:33].[CH:12]([Cl:13])([Cl:14])[Cl:15].[Cl:1][CH2:2][CH:3]([CH2:4][C:5]#[N:6])[OH:7].[N-:9]=[N+:10]=[N-:11].[Na+:8].[OH2:34]>>[CH2:2]([CH:3]([CH2:4][C:5]#[N:6])[OH:7])[N:9]=[N+:10]=[N-:11].